From a dataset of the Open Reaction Database (ORD), a public repository of structured organic reaction records. describe an organic reaction: reactants, conditions, products, and yield Starting materials: O=C([O-])[O-], ClCCCN1CCOCC1, Cl, COc1cc2c(Oc3ccc(NC(=O)C(=O)NCCc4ccccc4)cc3F)ccnc2cc1O, [K+], [K+], CN(C)C=O. The product is COc1cc2c(Oc3ccc(NC(=O)C(=O)NCCc4ccccc4)cc3F)ccnc2cc1OCCCN1CCOCC1. As a reaction SMILES: [C:47](=[O:48])([O-:49])[O-:50].[Cl:37][CH2:38][CH2:39][CH2:40][N:41]1[CH2:42][CH2:43][O:44][CH2:45][CH2:46]1.[ClH:36].[F:1][c:2]1[cH:3][c:4]([NH:22][C:23]([C:24](=[O:25])[NH:26][CH2:27][CH2:28][c:29]2[cH:30][cH:31][cH:32][cH:33][cH:34]2)=[O:35])[cH:5][cH:6][c:7]1[O:8][c:9]1[cH:10][cH:11][n:12][c:13]2[cH:14][c:15]([OH:21])[c:16]([O:19][CH3:20])[cH:17][c:18]12.[K+:51].[K+:52].[O:53]=[CH:54][N:55]([CH3:56])[CH3:57]>>[F:1][c:2]1[cH:3][c:4]([NH:22][C:23]([C:24](=[O:25])[NH:26][CH2:27][CH2:28][c:29]2[cH:30][cH:31][cH:32][cH:33][cH:34]2)=[O:35])[cH:5][cH:6][c:7]1[O:8][c:9]1[cH:10][cH:11][n:12][c:13]2[cH:14][c:15]([O:21][CH2:38][CH2:39][CH2:40][N:41]3[CH2:42][CH2:43][O:44][CH2:45][CH2:46]3)[c:16]([O:19][CH3:20])[cH:17][c:18]12. Reactants: CC1=C(OC=C1)C(=O)OC (3-methyl-2-furoic acid, methyl ester), [OH-].[Na+] (NaOH), Cl (HCl). The product is CC1=C(OC=C1)C(=O)O (3-Methyl-2-furanoic acid). Reaction SMILES: [CH3:1][C:2]1[CH:6]=[CH:5][O:4][C:3]=1[C:7]([O:9]C)=[O:8].[OH-].[Na+].Cl>>[CH3:1][C:2]1[CH:6]=[CH:5][O:4][C:3]=1[C:7]([OH:9])=[O:8] |f:1.2|. Procedure: A mixture of 3-methyl-2-furoic acid, methyl ester [20.0 g, 0.14 mole, 0.14 mole, Organic Synthesis 39, 49 (1959)] and 20% NaOH solution (46 mL) was refluxed under argon for 2 hours. The cooled mixture was acidified with concentrated HCl (28.5 mL). The resulting white precipitate was collected, washed with water and dried in vacuo to give the title acid (16.53 g, 94%) as a white crystalline solid, mp 132°-134° C. Reactants: CCOP(=O)(CC#N)OCC, CN1C2CCC1CC(=O)C2, [H-], [Na+], C1COCCO1. Product: CN1C2CCC1CC(=CC#N)C2. As a reaction SMILES: [C:1](#[N:2])[CH2:3][P:4](=[O:5])([O:6][CH2:7][CH3:8])[O:9][CH2:10][CH3:11].[CH3:14][N:15]1[CH:16]2[CH2:17][CH2:18][CH:19]1[CH2:20][C:21](=[O:22])[CH2:23]2.[H-:12].[Na+:13].[O:24]1[CH2:25][CH2:26][O:27][CH2:28][CH2:29]1>>[C:1](#[N:2])[CH:3]=[C:21]1[CH2:20][CH:19]2[N:15]([CH3:14])[CH:16]([CH2:17][CH2:18]2)[CH2:23]1. Reactants: NC=1SC(=C(N1)C1=CC=C(C=C1)NS(=O)(=O)C)Cl (N-(4-(2-amino-5-chlorothiazol-4-yl)phenyl)methanesulfonamide), C1=CN(C=N1)C(=O)N2C=CN=C2 (CDI), CNCCC(C1=CC=CC=C1)C1=CC=CC=C1 (N-methyl-3,3-diphenylpropan-1-amine). Reagents/catalysts: CN(C)C=1C=CN=CC1 (DMAP). Run in CN(C)C=O (DMF). Run at temperature 40 celsius. The product is ClC1=C(N=C(S1)NC(N(C)CCC(C1=CC=CC=C1)C1=CC=CC=C1)=O)C1=CC=C(C=C1)NS(=O)(=O)C (3-(5-chloro-4-(4-(methylsulfonamido)-phenyl)thiazol-2-yl)-1-(3,3-diphenylpropyl)-1-methylurea). Reaction SMILES: [NH2:1][C:2]1[S:3][C:4]([Cl:18])=[C:5]([C:7]2[CH:12]=[CH:11][C:10]([NH:13][S:14]([CH3:17])(=[O:16])=[O:15])=[CH:9][CH:8]=2)[N:6]=1.C1N=CN([C:24]([N:26]2[CH:30]=N[CH:28]=[CH:27]2)=[O:25])C=1.CNCC[CH:35]([C:42]1[CH:47]=[CH:46][CH:45]=[CH:44][CH:43]=1)[C:36]1[CH:41]=[CH:40][CH:39]=[CH:38][CH:37]=1>CN(C1C=CN=CC=1)C.CN(C=O)C>[Cl:18][C:4]1[S:3][C:2]([NH:1][C:24](=[O:25])[N:26]([CH2:27][CH2:28][CH:35]([C:36]2[CH:41]=[CH:40][CH:39]=[CH:38][CH:37]=2)[C:42]2[CH:47]=[CH:46][CH:45]=[CH:44][CH:43]=2)[CH3:30])=[N:6][C:5]=1[C:7]1[CH:8]=[CH:9][C:10]([NH:13][S:14]([CH3:17])(=[O:15])=[O:16])=[CH:11][CH:12]=1. Procedure: To a mixture of N-(4-(2-amino-5-chlorothiazol-4-yl)phenyl)methanesulfonamide 13 (0.100 g, 0.33 mmol), DMAP (0.056 g, 0.46 mmol), and CDI (0.085 g, 0.52 mmol) was added DMF (0.5 mL). The reaction mixture was heated to 40° C. for 13 h and N-methyl-3,3-diphenylpropan-1-amine 12 (0.111 g, 0.49 mmol) was added. The reaction mixture was heated to 40° C. for 2 d. Direct purification by flash column chromatography on silica gel (eluted with 10% to 50% EtOAc in DCM), followed by purification by flash col... Reactants: Cc1ccc(CC(=O)O)cc1, NCc1ccco1. Reagents/catalysts: C1=CN(C=N1)C(=O)N2C=CN=C2 (CDI), C1CCC2=NCCCN2CC1 (DBU). Solvent: CN(C)C=O (DMF), CN(C)C=O (DMF), CN(C)C=O (DMF), CN(C)C=O (DMF), CN(C)C=O (DMF), CN(C)C=O (DMF). Conditions: temperature 25 celsius, time 2 hour. The product is Cc1ccc(CC(=O)NCc2ccco2)cc1. The yield is 83.5%. Reaction SMILES: NCc1ccco1.Cc1ccc(CC(=O)O)cc1.C1=CN(C=N1)C(=O)N2C=CN=C2.C1CCC2=NCCCN2CC1.CN(C)C=O>>Cc1ccc(CC(=O)NCc2ccco2)cc1. Starting materials: CCSC(=O)c1cc(Br)nn1-c1ncccc1Cl, CC(C)(C)[O-], CS(C)=O, [K+], CC(NC(=O)c1cc(Cl)ccc1N)C1CC1, [Na+], [Na+], O=S(=O)([O-])[O-], O. Product: CC(NC(=O)c1cc(Cl)ccc1NC(=O)c1cc(Br)nn1-c1ncccc1Cl)C1CC1. Reaction SMILES: [Br:1][c:2]1[n:3][n:4](-[c:12]2[n:13][cH:14][cH:15][cH:16][c:17]2[Cl:18])[c:5]([C:7]([S:8][CH2:9][CH3:10])=[O:11])[cH:6]1.[CH3:42][C:43]([CH3:44])([O-:45])[CH3:46].[CH3:48][S:49](=[O:50])[CH3:51].[K+:47].[NH2:19][c:20]1[c:21]([C:22](=[O:23])[NH:24][CH:25]([CH3:26])[CH:27]2[CH2:28][CH2:29]2)[cH:30][c:31]([Cl:34])[cH:32][cH:33]1.[Na+:35].[Na+:36].[O-:37][S:38](=[O:39])(=[O:40])[O-:41].[OH2:52]>>[Br:1][c:2]1[n:3][n:4](-[c:12]2[n:13][cH:14][cH:15][cH:16][c:17]2[Cl:18])[c:5]([C:7](=[O:11])[NH:19][c:20]2[c:21]([C:22](=[O:23])[NH:24][CH:25]([CH3:26])[CH:27]3[CH2:28][CH2:29]3)[cH:30][c:31]([Cl:34])[cH:32][cH:33]2)[cH:6]1.